Dataset: the Open Reaction Database (ORD), a public repository of structured organic reaction records. Task: describe an organic reaction: reactants, conditions, products, and yield The reactants are Cl (hydrogen chloride), C(C)OC(=O)C=1N(C2=CC=C(C=C2C1CNC(=O)OC)F)CC=1C2=C(SC1)C=CC(=C2)F (5-fluoro-1-(5-fluoro-benzo[b]thiophen-3-ylmethyl)-3-(methoxycarbonylamino-methyl)-1H-indole-2-carboxylic acid ethyl ester). Yields the product C(C)OC(=O)C=1N(C2=CC=C(C=C2C1CN)F)CC=1C2=C(SC1)C=CC(=C2)F (3-Aminomethyl-5-fluoro-1-(5-fluoro-benzo[b]thiophen-3-ylmethyl)-1H-indole-2-carboxylic acid ethyl ester). As a reaction SMILES: Cl.[CH2:2]([O:4][C:5]([C:7]1[N:8]([CH2:23][C:24]2[C:25]3[CH:32]=[C:31]([F:33])[CH:30]=[CH:29][C:26]=3[S:27][CH:28]=2)[C:9]2[C:14]([C:15]=1[CH2:16][NH:17]C(OC)=O)=[CH:13][C:12]([F:22])=[CH:11][CH:10]=2)=[O:6])[CH3:3]>>[CH2:2]([O:4][C:5]([C:7]1[N:8]([CH2:23][C:24]2[C:25]3[CH:32]=[C:31]([F:33])[CH:30]=[CH:29][C:26]=3[S:27][CH:28]=2)[C:9]2[C:14]([C:15]=1[CH2:16][NH2:17])=[CH:13][C:12]([F:22])=[CH:11][CH:10]=2)=[O:6])[CH3:3]. Reported procedure: salt with hydrogen chloride (from Example 119.2.) was converted to 5-fluoro-1-(5-fluoro-benzo[b]thiophen-3-ylmethyl)-3-(methoxycarbonylamino-methyl)-1H-indole-2-carboxylic acid ethyl ester as described in Example 77.1. which was hydrolyzed as described in the general procedure B (Exp. 2.2) to give the title compound as a white solid. MS: 429.3 ([M−H]−). Reactants: O=C([O-])O, CCO, ClCCN1CCCCC1, Cl, Cl, CCOC(=O)c1c(C)cc(N)c(C(=O)O)c1C, [Na+], O. Yields the product CCOC(=O)c1c(C)cc(NCCN2CCCCC2)c(C(=O)O)c1C, Cl, Cl. Reaction SMILES: [C:11](=[O:12])([O-:13])[OH:14].[CH3:34][CH2:35][OH:36].[Cl:2][CH2:3][CH2:4][N:5]1[CH2:6][CH2:7][CH2:8][CH2:9][CH2:10]1.[ClH:1].[ClH:33].[NH2:16][c:17]1[cH:18][c:19]([CH3:32])[c:20]([C:27](=[O:28])[O:29][CH2:30][CH3:31])[c:21]([CH3:26])[c:22]1[C:23](=[O:24])[OH:25].[Na+:15].[OH2:37]>>[CH2:3]([CH2:4][N:5]1[CH2:6][CH2:7][CH2:8][CH2:9][CH2:10]1)[NH:16][c:17]1[cH:18][c:19]([CH3:32])[c:20]([C:27](=[O:28])[O:29][CH2:30][CH3:31])[c:21]([CH3:26])[c:22]1[C:23](=[O:24])[OH:25].[ClH:1].[ClH:2].